This data is from the Open Reaction Database (ORD), a public repository of structured organic reaction records. The task is: describe an organic reaction: reactants, conditions, products, and yield The yield is 97.7%. The solvent is CCOC(=O)C.CCO (EtOAc EtOH). Yields the product NC=1C(=C(C(=O)OC)C=CC1)CC (Methyl 3-amino-2-ethylbenzoate). Reactants: [N+](=O)([O-])C=1C(=C(C(=O)OC)C=CC1)C=C (methyl 3-nitro-2-vinylbenzoate). Procedure details: A mixture of methyl 3-nitro-2-vinylbenzoate (1.1 g, 5.31 mmol), and 5% Pd/C (100 mg) in EtOAc/EtOH 1:1 (50 ml) was hydrogenated at 3 atm over night. The mixture was filtered through Celite, and the filtrate was concentrated to give the title compound 0.93 g (97%) as a colourless oil. Reaction SMILES: [N+:1]([C:4]1[C:5]([CH:14]=[CH2:15])=[C:6]([CH:11]=[CH:12][CH:13]=1)[C:7]([O:9][CH3:10])=[O:8])([O-])=O>CCOC(C)=O.CCO.[Pd]>[NH2:1][C:4]1[C:5]([CH2:14][CH3:15])=[C:6]([CH:11]=[CH:12][CH:13]=1)[C:7]([O:9][CH3:10])=[O:8] |f:1.2|. Reagents/catalysts: [Pd] (Pd/C). The reactants are Brc1cccnc1, CS(C)=O, N#CCc1ccc(F)cc1, [K+], [OH-]. Yields the product N#CC(c1ccc(F)cc1)c1cccnc1. RXN SMILES: [Br:11][c:12]1[cH:13][n:14][cH:15][cH:16][cH:17]1.[CH3:20][S:21]([CH3:22])=[O:23].[F:1][c:2]1[cH:3][cH:4][c:5]([CH2:6][C:7]#[N:8])[cH:9][cH:10]1.[K+:19].[OH-:18]>>[F:1][c:2]1[cH:3][cH:4][c:5]([CH:6]([C:7]#[N:8])[c:12]2[cH:13][n:14][cH:15][cH:16][cH:17]2)[cH:9][cH:10]1. Starting materials: NC([C@H](CC1=CC=C(C=C1)C1=CC=C(C=C1)S(=O)(=O)N1CCC1)NC(=O)C1(CCOCC1)NC(OC(C)(C)C)=O)=O ((S)-tert-Butyl 4-(1-amino-3-(4′-(azetidin-1-ylsulfonyl)biphenyl-4-yl)-1-oxopropan-2-ylcarbamoyl)tetrahydro-2H-pyran-4-ylcarbamate), CC[N+](CC)(CC)S(=O)(=O)N=C([O-])OC (Burgess' reagent). Run in ClCCl (dichloromethane). Conditions: time 18 hour. Product: N1(CCC1)S(=O)(=O)C1=CC=C(C=C1)C1=CC=C(C=C1)C[C@@H](C#N)NC(=O)C1(CCOCC1)NC(OC(C)(C)C)=O ((S)-tert-Butyl 4-(2-(4′-(azetidin-1-ylsulfonyl)biphenyl-4-yl)-1-cyanoethylcarbamoyl)tetrahydro-2H-pyran-4-ylcarbamate). Yield: 74.1%. RXN SMILES: [NH2:1][C:2](=O)[C@@H:3]([NH:24][C:25]([C:27]1([NH:33][C:34](=[O:40])[O:35][C:36]([CH3:39])([CH3:38])[CH3:37])[CH2:32][CH2:31][O:30][CH2:29][CH2:28]1)=[O:26])[CH2:4][C:5]1[CH:10]=[CH:9][C:8]([C:11]2[CH:16]=[CH:15][C:14]([S:17]([N:20]3[CH2:23][CH2:22][CH2:21]3)(=[O:19])=[O:18])=[CH:13][CH:12]=2)=[CH:7][CH:6]=1.CC[N+](S(N=C(OC)[O-])(=O)=O)(CC)CC>ClCCl>[N:20]1([S:17]([C:14]2[CH:13]=[CH:12][C:11]([C:8]3[CH:9]=[CH:10][C:5]([CH2:4][C@H:3]([NH:24][C:25]([C:27]4([NH:33][C:34](=[O:40])[O:35][C:36]([CH3:38])([CH3:37])[CH3:39])[CH2:32][CH2:31][O:30][CH2:29][CH2:28]4)=[O:26])[C:2]#[N:1])=[CH:6][CH:7]=3)=[CH:16][CH:15]=2)(=[O:19])=[O:18])[CH2:23][CH2:22][CH2:21]1. Procedure: (S)-tert-Butyl 4-(1-amino-3-(4′-(azetidin-1-ylsulfonyl)biphenyl-4-yl)-1-oxopropan-2-ylcarbamoyl)tetrahydro-2H-pyran-4-ylcarbamate (Example 7, step (i), 309 mg) in dichloromethane (8 mL) was treated with Burgess' reagent (251 mg) and the mixture was stirred at room temperature for 18 h. The solvent was partially evaporated and then purified by chromatography on silica using diethyl ether and then 1:1 ethyl acetate/isohexane as eluent to yield a white solid (222 mg). Reactants: ClC=1C=CN2C(C(=CC(=C2C1C)C1CC1)C(=O)OC)=O (methyl 8-chloro-1-cyclopropyl-9-methyl-4-oxo-4H-quinolizine-3-carboxylate), N1C=CC2=CC(=CC=C12)B(O)O (1H-indol-5-yl-boronic acid). The product is C1(CC1)C=1C=C(C(N2C=CC(=C(C12)C)C=1C=C2C=CNC2=CC1)=O)C(=O)OC (methyl 1-cyclopropyl-8-(1H-indol-5-yl)-9-methyl-4-oxo-4H-quinolizine-3-carboxylate). Yield: 47.4%. As a reaction SMILES: Cl[C:2]1[CH:3]=[CH:4][N:5]2[C:10]([C:11]=1[CH3:12])=[C:9]([CH:13]1[CH2:15][CH2:14]1)[CH:8]=[C:7]([C:16]([O:18][CH3:19])=[O:17])[C:6]2=[O:20].[NH:21]1[C:29]2[C:24](=[CH:25][C:26](B(O)O)=[CH:27][CH:28]=2)[CH:23]=[CH:22]1>>[CH:13]1([C:9]2[CH:8]=[C:7]([C:16]([O:18][CH3:19])=[O:17])[C:6](=[O:20])[N:5]3[C:10]=2[C:11]([CH3:12])=[C:2]([C:26]2[CH:25]=[C:24]4[C:29](=[CH:28][CH:27]=2)[NH:21][CH:22]=[CH:23]4)[CH:3]=[CH:4]3)[CH2:15][CH2:14]1. Procedure: Methyl 8-(1H-indol-5-yl)-1-cyclopropyl-9-methyl-4-oxo-4H-quinolizine-3-carboxylate was prepared according to General Procedure A from methyl 8-chloro-1-cyclopropyl-9-methyl-4-oxo-4H-quinolizine-3-carboxylate (100 mg, 0.34 mmol) and 1H-indol-5-yl-boronic acid (83 mg, 0.51 mmol) to afford the title compound as a yellow solid (60 mg, 47%). The reactants are OC1=C(SC(=C1)C1=CC=CC=C1)C(=O)OC (methyl 3-hydroxy-5-phenyl-2-thiophenecarboxylate), BrBr (bromine). Yields the product OC1=C(SC(=C1Br)C1=CC=CC=C1)C(=O)OC (Methyl 3-hydroxy-4-bromo-5-phenyl-2-thiophenecarboxylate). Yield: 60.8%. RXN SMILES: [OH:1][C:2]1[CH:6]=[C:5]([C:7]2[CH:12]=[CH:11][CH:10]=[CH:9][CH:8]=2)[S:4][C:3]=1[C:13]([O:15][CH3:16])=[O:14].[Br:17]Br>>[OH:1][C:2]1[C:6]([Br:17])=[C:5]([C:7]2[CH:12]=[CH:11][CH:10]=[CH:9][CH:8]=2)[S:4][C:3]=1[C:13]([O:15][CH3:16])=[O:14]. Procedure details: Prepared by the method described in Example 4 from methyl 3-hydroxy-5-phenyl-2-thiophenecarboxylate (5.0 g, 21 mmoles) and bromine (3.4 g, 21 mmoles). Recrystallization from methanol gave the product (4.0 g); mp 85°-87° C. Run at temperature 30 celsius. Reaction SMILES: [F:1][C:2]1[CH:7]=[C:6]([F:8])[CH:5]=[CH:4][C:3]=1[C:9]([OH:26])([CH2:18][O:19]C(=O)CCCC)[CH2:10][O:11][C:12](=[O:17])[CH2:13][CH2:14][CH2:15][CH3:16]>C([O-])(=O)C>[F:1][C:2]1[CH:7]=[C:6]([F:8])[CH:5]=[CH:4][C:3]=1[C@:9]([OH:26])([CH2:10][O:11][C:12](=[O:17])[CH2:13][CH2:14][CH2:15][CH3:16])[CH2:18][OH:19]. Reactants: FC1=C(C=CC(=C1)F)C(COC(CCCC)=O)(COC(CCCC)=O)O (2-(2,4-difluorophenyl)-1,3-di-n-pentanoyloxy-2-propanol). The solvent is C(C)(=O)[O-] (acetate). The yield is 65.2%. Procedure details: A 200 ml reaction vessel was charged with 2 g of 2-(2,4-difluorophenyl)-1,3-di-n-pentanoyloxy-2-propanol, 100 mg of Lipase D made by Amano Pharmaceutical Co., Ltd. (derived from Rhizopus delemer, Enzyme No. 6) and 100 ml of 50 mM acetate buffer (pH 5). The resulting mixture was stirred at 30° C. to react for 18 hours. After the reaction liquid was extracted three times with 50 ml of ethyl acetate, the organic layers were combined and the combined organic layer was washed with saturated aqueous s... The product is FC1=C(C=CC(=C1)F)[C@@](CO)(COC(CCCC)=O)O ((R)-2-(2,4-difluorophenyl)-3-n-pentanoyloxy-1,2-propanediol).